This data is from the Open Reaction Database (ORD), a public repository of structured organic reaction records. The task is: describe an organic reaction: reactants, conditions, products, and yield Starting materials: NC1=CC2=C(NC(CO2)=O)C=C1 (7-amino-4H-benzo[1,4]oxazin-3-one), C(C1=CC=CC=C1)C1CCN(CC1)C(C(=O)O)=O ((4-benzyl-piperidin-1-yl)-oxo-acetic acid). The solvent is C(C)OCC (diethylether). Yields the product C(C1=CC=CC=C1)C1CCN(CC1)C(C(=O)NC1=CC2=C(NC(CO2)=O)C=C1)=O (2-(4-Benzyl-piperidin-1-yl)-2-oxo-N-(3-oxo-3,4-dihydro-2H-benzo [1,4]oxazin-7-yl)-acetamide). RXN SMILES: [NH2:1][C:2]1[CH:12]=[CH:11][C:5]2[NH:6][C:7](=[O:10])[CH2:8][O:9][C:4]=2[CH:3]=1.[CH2:13]([CH:20]1[CH2:25][CH2:24][N:23]([C:26](=[O:30])[C:27](O)=[O:28])[CH2:22][CH2:21]1)[C:14]1[CH:19]=[CH:18][CH:17]=[CH:16][CH:15]=1>C(OCC)C>[CH2:13]([CH:20]1[CH2:21][CH2:22][N:23]([C:26](=[O:30])[C:27]([NH:1][C:2]2[CH:12]=[CH:11][C:5]3[NH:6][C:7](=[O:10])[CH2:8][O:9][C:4]=3[CH:3]=2)=[O:28])[CH2:24][CH2:25]1)[C:14]1[CH:15]=[CH:16][CH:17]=[CH:18][CH:19]=1. Reported procedure: The title compound is prepared from 7-amino-4H-benzo[1,4]oxazin-3-one and (4-benzyl-piperidin-1-yl)-oxo-acetic acid (Example 5b) according to the method described in Example 2. Melting Point: 123-126° C. (diethylether) Yields the product NC1=NC=CC(=N1)C1=C(N=CN1C1CN(CC1)C(=O)OC(C)(C)C)C1=CC=C(C=C1)F (tert-Butyl 3-[5-(2-aminopyrimidin-4-yl)-4-(4-fluorophenyl)-1H-imidazol-1-yl]pyrrolidine-1-carboxylate). Reported procedure: tert-Butyl 3-[5-acetyl-4-(4-fluorophenyl)-1H-imidazol-1-yl]pyrrolidine-1-carboxylate [C16, prepared according to the general procedure for the synthesis of tert-butyl 3-[5-acetyl-4-(4-fluorophenyl)-1H-imidazol-1-yl]azetidine-1-carboxylate (C3) in Example 1, except that tert-butyl 3-aminopyrrolidine-1-carboxylate was used in place of tert-butyl 3-aminoazetidine-1-carboxylate; NMR (400 MHz, CDCl3) δ 1.49 (s, 9H), 2.13 (s, 3H), 2.22 (m, 1H), 2.45 (m, 1H), 3.47-3.88 (m, 4H), 5.55 (m, 1H), 7.15 (dd, ... RXN SMILES: [C:1]([C:4]1[N:8]([CH:9]2[CH2:13][CH2:12][N:11]([C:14]([O:16][C:17]([CH3:20])([CH3:19])[CH3:18])=[O:15])[CH2:10]2)[CH:7]=[N:6][C:5]=1[C:21]1[CH:26]=[CH:25][C:24]([F:27])=[CH:23][CH:22]=1)(=O)[CH3:2].C(C1N(C2CN(C(OC(C)(C)C)=O)C2)C=NC=1C1C=CC(F)=CC=1)(=O)C.NC1CCN(C(OC(C)(C)C)=O)C1.[NH2:67][C:68]1[N:73]=C(C2N(C3CN(C(OC(C)(C)C)=O)C3)C=NC=2C2C=CC(F)=CC=2)C=[CH:70][N:69]=1>>[NH2:73][C:68]1[N:67]=[C:1]([C:4]2[N:8]([CH:9]3[CH2:13][CH2:12][N:11]([C:14]([O:16][C:17]([CH3:20])([CH3:19])[CH3:18])=[O:15])[CH2:10]3)[CH:7]=[N:6][C:5]=2[C:21]2[CH:26]=[CH:25][C:24]([F:27])=[CH:23][CH:22]=2)[CH:2]=[CH:70][N:69]=1. The reactants are C(C)(=O)C1=C(N=CN1C1CN(CC1)C(=O)OC(C)(C)C)C1=CC=C(C=C1)F (tert-Butyl 3-[5-acetyl-4-(4-fluorophenyl)-1H-imidazol-1-yl]pyrrolidine-1-carboxylate), NC1=NC=CC(=N1)C1=C(N=CN1C1CN(C1)C(=O)OC(C)(C)C)C1=CC=C(C=C1)F (tert-Butyl 3-[5-(2-aminopyrimidin-4-yl)-4-(4-fluorophenyl)-1H-imidazol-1-yl]azetidine-1-carboxylate), C(C)(=O)C1=C(N=CN1C1CN(C1)C(=O)OC(C)(C)C)C1=CC=C(C=C1)F (tert-Butyl 3-[5-acetyl-4-(4-fluorophenyl)-1H-imidazol-1-yl]azetidine-1-carboxylate), NC1CN(CC1)C(=O)OC(C)(C)C (tert-butyl 3-aminopyrrolidine-1-carboxylate).